Dataset: the Open Reaction Database (ORD), a public repository of structured organic reaction records. Task: describe an organic reaction: reactants, conditions, products, and yield The reactants are [Br-], COc1cc(CCNC(=O)C(=CO)c2ccc3c(c2)CCCC3)ccc1OCc1ccccc1, CCCC[N+](CCCC)(CCCC)CCCC, COCCOC, FC(F)Cl, Cl, [K+], [OH-]. Yields the product COc1cc(CCNC(=O)C(=COC(F)F)c2ccc3c(c2)CCCC3)ccc1OCc1ccccc1. RXN SMILES: [Br-:42].[CH2:1]([c:2]1[cH:3][cH:4][cH:5][cH:6][cH:7]1)[O:8][c:9]1[c:10]([O:33][CH3:34])[cH:11][c:12]([CH2:15][CH2:16][NH:17][C:18]([C:19](=[CH:20][OH:21])[c:22]2[cH:23][c:24]3[c:29]([cH:30][cH:31]2)[CH2:28][CH2:27][CH2:26][CH2:25]3)=[O:32])[cH:13][cH:14]1.[CH3:43][CH2:44][CH2:45][CH2:46][N+:47]([CH2:48][CH2:49][CH2:50][CH3:51])([CH2:52][CH2:53][CH2:54][CH3:55])[CH2:56][CH2:57][CH2:58][CH3:59].[CH3:60][O:61][CH2:62][CH2:63][O:64][CH3:65].[Cl:37][CH:38]([F:39])[F:40].[ClH:41].[K+:36].[OH-:35]>>[CH2:1]([c:2]1[cH:3][cH:4][cH:5][cH:6][cH:7]1)[O:8][c:9]1[c:10]([O:33][CH3:34])[cH:11][c:12]([CH2:15][CH2:16][NH:17][C:18]([C:19](=[CH:20][O:21][CH:38]([F:39])[F:40])[c:22]2[cH:23][c:24]3[c:29]([cH:30][cH:31]2)[CH2:28][CH2:27][CH2:26][CH2:25]3)=[O:32])[cH:13][cH:14]1.